Dataset: the Open Reaction Database (ORD), a public repository of structured organic reaction records. Task: describe an organic reaction: reactants, conditions, products, and yield The reactants are F[B-](F)(F)F, CO, CC(C)(C)[Si](OCC(CC(=O)O)NC(=O)OCc1ccccc1)(c1ccccc1)c1ccccc1, CCN(C(C)C)C(C)C, CN(C)C=O, CN(C)C(On1nnc2ccccc21)=[N+](C)C. Product: COC(=O)CC(CO[Si](c1ccccc1)(c1ccccc1)C(C)(C)C)NC(=O)OCc1ccccc1. RXN SMILES: [B-:10]([F:11])([F:12])([F:13])[F:14].[CH3:32][OH:33].[CH3:34][C:35]([CH3:36])([CH3:37])[Si:38]([O:39][CH2:40][CH:41]([CH2:42][C:43](=[O:44])[OH:45])[NH:46][C:47](=[O:48])[O:49][CH2:50][c:51]1[cH:52][cH:53][cH:54][cH:55][cH:56]1)([c:57]1[cH:58][cH:59][cH:60][cH:61][cH:62]1)[c:63]1[cH:64][cH:65][cH:66][cH:67][cH:68]1.[CH:1]([N:2]([CH2:3][CH3:4])[CH:5]([CH3:6])[CH3:7])([CH3:8])[CH3:9].[O:69]=[CH:70][N:71]([CH3:72])[CH3:73].[n:15]1([O:16][C:17]([N:18]([CH3:19])[CH3:20])=[N+:21]([CH3:22])[CH3:23])[c:24]2[cH:25][cH:26][cH:27][cH:28][c:29]2[n:30][n:31]1>>[CH3:1][O:45][C:43]([CH2:42][CH:41]([CH2:40][O:39][Si:38]([C:35]([CH3:34])([CH3:36])[CH3:37])([c:57]1[cH:58][cH:59][cH:60][cH:61][cH:62]1)[c:63]1[cH:64][cH:65][cH:66][cH:67][cH:68]1)[NH:46][C:47](=[O:48])[O:49][CH2:50][c:51]1[cH:52][cH:53][cH:54][cH:55][cH:56]1)=[O:44]. Procedure: 12.97 g crude compound of Example VII are refluxed 1.5 h in 200 ml concentrated hydrochloric acid. The mixture is cooled to rT and 200 mL water are added. The solution is extracted twice with toluene and the aqueous phase is concentrated under vacuum. The residue is stirred with ethanol, filtered, washed once with ethyl acetate and once with petrol ether and dried to yield 1.7 g (23% of th.) 2-(4,5-Dimethyl-1H-imidazol-2-yl)-1-(3-fluorophenyl)ethanone hydrochloride. Product: Cl.CC=1N=C(NC1C)CC(=O)C1=CC(=CC=C1)F (2-(4,5-Dimethyl-1H-imidazol-2-yl)-1-(3-fluorophenyl)ethanone hydrochloride). Reactants: FC=1C=C(C(=O)N2C(=NC(=C2C)C)C2=C(C(=O)[O-])C=CC(=C2F)C(=C)C2=CC(=CC=C2)F)C=CC1 (2-[1-(3-Fluorobenzoyl)-4,5-dimethyl-1H-imidazol-2-yl]-1-(3-fluorphenyl)ethenyl-3-fluorobenzoate), Cl (hydrochloric acid), O (water). Yield: 23.0%. RXN SMILES: FC1C=C(C=CC=1)C([N:7]1[C:11]([CH3:12])=[C:10]([CH3:13])[N:9]=[C:8]1[C:14]1[C:22](F)=[C:21]([C:24]([C:26]2C=C[CH:29]=[C:28]([F:32])[CH:27]=2)=C)C=CC=1C([O-])=O)=O.[OH2:36].[ClH:37]>>[ClH:37].[CH3:13][C:10]1[N:9]=[C:8]([CH2:14][C:22]([C:21]2[CH:24]=[CH:26][CH:27]=[C:28]([F:32])[CH:29]=2)=[O:36])[NH:7][C:11]=1[CH3:12] |f:3.4|. Reactants: O=S(=O)(Cl)c1ccc(Cl)c(C(F)(F)F)c1, Nc1cc(Cl)cnc1Sc1ccncc1, c1ccncc1. The product is O=S(=O)(Nc1cc(Cl)cnc1Sc1ccncc1)c1ccc(Cl)c(C(F)(F)F)c1. Reaction SMILES: [Cl:16][c:17]1[c:18]([C:27]([F:28])([F:29])[F:30])[cH:19][c:20]([S:23](=[O:24])(=[O:25])[Cl:26])[cH:21][cH:22]1.[Cl:1][c:2]1[cH:3][c:4]([NH2:15])[c:5]([S:8][c:9]2[cH:10][cH:11][n:12][cH:13][cH:14]2)[n:6][cH:7]1.[cH:31]1[cH:32][cH:33][n:34][cH:35][cH:36]1>>[Cl:1][c:2]1[cH:3][c:4]([NH:15][S:23]([c:20]2[cH:19][c:18]([C:27]([F:28])([F:29])[F:30])[c:17]([Cl:16])[cH:22][cH:21]2)(=[O:24])=[O:25])[c:5]([S:8][c:9]2[cH:10][cH:11][n:12][cH:13][cH:14]2)[n:6][cH:7]1. The reactants are CN1C(N(CC1)C)=O (1,3-dimethyl-2-imidazolidinone), C(=N)(N)NN.Cl (aminoguanidine hydrochloride), N1(CCCCCC1)CC1=CC=C(S1)C(=O)Cl (5-(hexahydro-1H-azepin-1-yl)methyl-2-thiophenecarbonyl chloride), O (water), oil. Solvent: CCCCCC (n-hexane). Reaction conditions: time 1 hour. The product is NC1=NC(=NN1)C1=CC=C(S1)CN1CCCCCC1 (1-[5-(5-Amino-1H-1,2,4-triazol-3-yl)-2-thenyl]hexahydro-1H-azepine). As a reaction SMILES: CN1CCN(C)C1=O.[C:9]([NH:12][NH2:13])([NH2:11])=[NH:10].Cl.[N:15]1([CH2:22][C:23]2[S:27][C:26]([C:28](Cl)=O)=[CH:25][CH:24]=2)[CH2:21][CH2:20][CH2:19][CH2:18][CH2:17][CH2:16]1.O>CCCCCC>[NH2:10][C:9]1[NH:12][N:13]=[C:28]([C:26]2[S:27][C:23]([CH2:22][N:15]3[CH2:21][CH2:20][CH2:19][CH2:18][CH2:17][CH2:16]3)=[CH:24][CH:25]=2)[N:11]=1 |f:1.2|. Procedure: 500 ml of 1,3-dimethyl-2-imidazolidinone and 18.0 g (163.2 mM) of aminoguanidine hydrochloride were added to 24.0 g (81.6 mM) of 5-(hexahydro-1H-azepin-1-yl)methyl-2-thiophenecarbonyl chloride, and the mixture was stirred at room temperature for 1 hour. Then, 16.3 g (60% oil, 408 mM) was added and the mixture was stirred overnight at 130° C. The reaction solution was cooled to room temperature, 50 ml of water and 500 ml of n-hexane were added to effect separation of layers. To the resulting lowe... Reactants: ClC1=CC(=CC=C1)C(=O)OO (m-chloroperbenzoic acid), ClC1=NC=C(C=C1Cl)SC (2,3-dichloro-5-methylthiopyridine), ClC1=CC(=CC=C1)C(=O)OO (m-chloroperbenzoic acid). Run in C(Cl)Cl (methylene chloride). Reaction conditions: temperature 20 celsius, time 2 hour. Yields the product ClC1=NC=C(C=C1Cl)S(=O)C (2,3-Dichloro-5-methylsulfinylpyridine). As a reaction SMILES: ClC1C=CC=C(C(OO)=[O:9])C=1.[Cl:12][C:13]1[C:18]([Cl:19])=[CH:17][C:16]([S:20][CH3:21])=[CH:15][N:14]=1>C(Cl)Cl>[Cl:12][C:13]1[C:18]([Cl:19])=[CH:17][C:16]([S:20]([CH3:21])=[O:9])=[CH:15][N:14]=1. Reported procedure: 8.9 g (0.052 mol) of m-chloroperbenzoic acid were added, a little at a time, to a suspension of 10 g (0.052 mol) of 2,3-dichloro-5-methylthiopyridine in 60 ml of methylene chloride. After the mixture had been stirred for 2 hours at approximately 20° C., a further 0.9 g (5 mmol) of m-chloroperbenzoic acid was added. The mixture was subsequently refluxed for a further 2 hours. After cooling, the solids were separated off, whereupon the organic phase was washed once with sodium hydrogen sulfite, on... The reactants are COc1ccc(NC(C)=O)c(OCC2CO2)c1, O=c1[nH]c2cc(F)ccc2n1C1CCNCC1. Yields the product COc1ccc(NC(C)=O)c(OCC(O)CN2CCC(n3c(=O)[nH]c4cc(F)ccc43)CC2)c1. As a reaction SMILES: [CH3:18][O:19][c:20]1[cH:21][c:22]([O:30][CH2:31][CH:32]2[O:33][CH2:34]2)[c:23]([NH:26][C:27]([CH3:28])=[O:29])[cH:24][cH:25]1.[F:1][c:2]1[cH:3][c:4]2[c:5]([n:6]([CH:10]3[CH2:11][CH2:12][NH:13][CH2:14][CH2:15]3)[c:7](=[O:9])[nH:8]2)[cH:16][cH:17]1>>[F:1][c:2]1[cH:3][c:4]2[c:5]([n:6]([CH:10]3[CH2:11][CH2:12][N:13]([CH2:34][CH:32]([CH2:31][O:30][c:22]4[cH:21][c:20]([O:19][CH3:18])[cH:25][cH:24][c:23]4[NH:26][C:27]([CH3:28])=[O:29])[OH:33])[CH2:14][CH2:15]3)[c:7](=[O:9])[nH:8]2)[cH:16][cH:17]1. The reactants are ClC=1C=C(C=CC1[N+](=O)[O-])C(C)=O (3'-chloro-4'-nitroacetophenone), ClC=1C=C(C=CC1)O (m-chlorophenol), C([O-])([O-])=O.[K+].[K+] (potassium carbonate). Solvent: C=1(C(=CC=CC1)C)C (xylene). Product: ClC=1C=C(OC=2C=C(C=CC2[N+](=O)[O-])C(C)=O)C=CC1 (3'-(3-chlorophenoxy)-4'-nitroacetophenone). Isolated yield 54.7%. As a reaction SMILES: Cl[C:2]1[CH:3]=[C:4]([C:11](=[O:13])[CH3:12])[CH:5]=[CH:6][C:7]=1[N+:8]([O-:10])=[O:9].[Cl:14][C:15]1[CH:16]=[C:17]([OH:21])[CH:18]=[CH:19][CH:20]=1.C(=O)([O-])[O-].[K+].[K+]>C1(C)C(C)=CC=CC=1>[Cl:14][C:15]1[CH:16]=[C:17]([CH:18]=[CH:19][CH:20]=1)[O:21][C:2]1[CH:3]=[C:4]([C:11](=[O:13])[CH3:12])[CH:5]=[CH:6][C:7]=1[N+:8]([O-:10])=[O:9] |f:2.3.4|. Procedure details: A mixture of 3'-chloro-4'-nitroacetophenone (3 g), m-chlorophenol (2.3 g) and potassium carbonate (2.5 g) in xylene (30 ml) was stirred and refluxed for 7 hours. The insoluble was filtered and the filtrate was washed with an aqueous solution of sodium hydroxide (10%) and water, dried, and concentrated. The residue was purified by column chromatography on silica gel eluting with toluene to give an oil of 3'-(3-chlorophenoxy)-4'-nitroacetophenone (2.4 g).